From a dataset of the Open Reaction Database (ORD), a public repository of structured organic reaction records. describe an organic reaction: reactants, conditions, products, and yield Reactants: C(C)(=O)OC(C)=O (Acetic anhydride), Cl.CN1N=C(C(=C1)N)C (1,3-dimethyl-pyrazol-4-amine hydrochloride), C(C)(=O)[O-].[K+] (potassium acetate). Solvent: CCOC(=O)C (EtOAc). Reaction conditions: time 1 hour. Yields the product CN1N=C(C(=C1)NC(C)=O)C (N-(1,3-dimethylpyrazol-4-yl)acetamide). RXN SMILES: C(O[C:5](=[O:7])[CH3:6])(=O)C.Cl.[CH3:9][N:10]1[CH:14]=[C:13]([NH2:15])[C:12]([CH3:16])=[N:11]1.C([O-])(=O)C.[K+]>CCOC(C)=O>[CH3:9][N:10]1[CH:14]=[C:13]([NH:15][C:5](=[O:7])[CH3:6])[C:12]([CH3:16])=[N:11]1 |f:1.2,3.4|. Procedure details: Acetic anhydride (27.2 mL, 243.89 mmol) was dropwise added to a stirred suspension of 1,3-dimethyl-pyrazol-4-amine hydrochloride (12 g, 81.30 mmol) and potassium acetate (7.98 g, 81.30 mmol) in EtOAc (250 mL) at 25° C. The suspension was stirred for 1 hour and the insoluble was removed by filtration. After evaporation of the solvent, the resulting crude material was purified by chromatography on silica gel eluting with 0% to 10% of MeOH in DCM. After evaporation of the solvent, the residue was t... Reactants: C(C)C1(NC(CC(C1C)O)(C)CC)C (2,6-diethyl-2,3,6-trimethyl-4-piperidinol), C(C)C1(NC(CC(C1C)O)(C)CC)C (2,6-diethyl-2,3,6-trimethyl-4-piperidinol), CN=C=O (methyl isocyanate). The solvent is C=1(C(=CC=CC1)C)C (xylene). Yields the product CNC(OC1C(C(NC(C1)(C)CC)(C)CC)C)=O (2,6-diethyl-2,3,6-trimethyl-4-piperidyl methylcarbamate). The yield is 97.2%. As a reaction SMILES: [CH2:1]([C:3]1([CH3:14])[CH:8]([CH3:9])[CH:7]([OH:10])[CH2:6][C:5]([CH2:12][CH3:13])([CH3:11])[NH:4]1)[CH3:2].[CH3:15][N:16]=[C:17]=[O:18]>C1(C)C(C)=CC=CC=1>[CH3:15][NH:16][C:17](=[O:18])[O:10][CH:7]1[CH2:6][C:5]([CH2:12][CH3:13])([CH3:11])[NH:4][C:3]([CH2:1][CH3:2])([CH3:14])[CH:8]1[CH3:9]. Procedure details: 4.0 g of 2,6-diethyl-2,3,6-trimethyl-4-piperidinol (Compound 1) and 1.7 g of methyl isocyanate were dissolved in 6 ml of xylene and the solution was refluxed by heating for 3.5 hours. Xylene and excess methyl isocyanate were distilled off under reduced pressure. The residue was purified by column chromatography on silica gel ("60F 254", available from Merck & Co.) using a 4 : 1 by volume mixture of chloroform and methanol as eluent. The product was then distilled under reduced pressure, giving 5... The reactants are CCN(C(C)C)C(C)C (DIPEA), NC1=C(C(=O)O)C=CC=C1[N+](=O)[O-] (2-amino-3-nitrobenzoic acid), Cl.C(C)N (ethylamine hydrochloride), C(CCl)Cl (EDC). Solvent: C(Cl)Cl (DCM), CN(C)C=O (DMF). Run at temperature 0 celsius, time 3 hour. Yields the product NC1=C(C=NC=C1C(=O)NCC)[N+](=O)[O-] (4-amino-N-ethyl-5-nitronicotinamide). Yield: 47.6%. As a reaction SMILES: [NH2:1][C:2]1[C:10]([N+:11]([O-:13])=[O:12])=[CH:9]C=[CH:7][C:3]=1[C:4]([OH:6])=O.Cl.[CH2:15]([NH2:17])[CH3:16].C(Cl)CCl.CC[N:24](C(C)C)C(C)C>C(Cl)Cl.CN(C=O)C>[NH2:1][C:2]1[C:3]([C:4]([NH:17][CH2:15][CH3:16])=[O:6])=[CH:7][N:24]=[CH:9][C:10]=1[N+:11]([O-:13])=[O:12] |f:1.2|. Reported procedure: To a solution of 2-amino-3-nitrobenzoic acid (CXXVI) (366 mg, 2.0 mmol) in DCM (5 mL) and DMF (1 mL) was added ethylamine hydrochloride and EDC. The mixture was cooled to 0° C. under argon before added DIPEA. The reaction was stirred at room temperature for 3 h. The solution was concentrated under vacuum, dissolved in water and extracted with EtOAc. The combined organic phases were washed with brine, dried over MgSO4 and concentrated under vacuum. The residue was purified on a silica gel column ... Starting materials: O1C(COC2=CC=C3C(CC(OC3=C2)(C)C)C2=CC=CC3=CC=CC=C23)C1 (7-(2,3-Epoxypropoxy)-2,2-dimethyl-4-(1-naphthyl)chroman), CNC (dimethylamine). Run in C(C)O (ethanol). Reaction conditions: time 48 hour. Yields the product C1(=CC=CC2=CC=CC=C12)C1CC(OC2=CC(=CC=C12)OCC(CN(C)C)O)(C)C (4-(1-Naphthyl)-2,2-dimethyl-7-(3-dimethylamino-2-hydroxypropoxy)chroman). Reaction SMILES: [O:1]1[CH2:27][CH:2]1[CH2:3][O:4][C:5]1[CH:14]=[C:13]2[C:8]([CH:9]([C:17]3[C:26]4[C:21](=[CH:22][CH:23]=[CH:24][CH:25]=4)[CH:20]=[CH:19][CH:18]=3)[CH2:10][C:11]([CH3:16])([CH3:15])[O:12]2)=[CH:7][CH:6]=1.[CH3:28][NH:29][CH3:30]>C(O)C>[C:17]1([CH:9]2[C:8]3[C:13](=[CH:14][C:5]([O:4][CH2:3][CH:2]([OH:1])[CH2:27][N:29]([CH3:30])[CH3:28])=[CH:6][CH:7]=3)[O:12][C:11]([CH3:16])([CH3:15])[CH2:10]2)[C:26]2[C:21](=[CH:22][CH:23]=[CH:24][CH:25]=2)[CH:20]=[CH:19][CH:18]=1. Reported procedure: 7-(2,3-Epoxypropoxy)-2,2-dimethyl-4-(1-naphthyl)chroman (3.15 g., 0.0088 moles) was dissolved in a solution of dimethylamine in ethanol (20 ml., ~40%) and left to stand at room temperature for 48 hours. Removal of solvent gave the title compound as a dark coloured oil which was converted to the succinate salt. Recrystallization from acetone gave a white solid (1.72 g., 49%) m.p. 123°-125° C. Reactants: C(C)OC(C(=O)Cl)=O (Chloro-oxo-acetic acid ethyl ester), ONC(CC1=CC=CC=C1)=N (N-Hydroxy-2-phenyl-acetamidine), C(=O)(O)[O-].[Na+] (NaHCO3). Solvent: C(C)(=O)OCC (ethyl acetate), C(C)(=O)OCC (ethyl acetate). Conditions: time 1.5 hour. Yields the product C(C)OC(=O)C1=NC(=NO1)CC1=CC=CC=C1 (3-Benzyl-[1,2,4]oxadiazole-5-carboxylic acid ethyl ester). RXN SMILES: [OH:1][NH:2][C:3](=[NH:11])[CH2:4][C:5]1[CH:10]=[CH:9][CH:8]=[CH:7][CH:6]=1.[CH2:12]([O:14][C:15](=[O:19])[C:16](Cl)=O)[CH3:13].C([O-])(O)=O.[Na+]>C(OCC)(=O)C>[CH2:12]([O:14][C:15]([C:16]1[O:1][N:2]=[C:3]([CH2:4][C:5]2[CH:6]=[CH:7][CH:8]=[CH:9][CH:10]=2)[N:11]=1)=[O:19])[CH3:13] |f:2.3|. Procedure: To a mixture of N-Hydroxy-2-phenyl-acetamidine (1 g, 6.7 mmol) in 7 mL ethyl acetate was added a solution of Chloro-oxo-acetic acid ethyl ester (1.5 g, 10.7 mmol) in 7 mL ethyl acetate at 0° C. The mixture was stirred for 1.5 h at room temperature and then heated to 80° C. for 2.5 h. The reaction mixture was treated with aq. NaHCO3-solution and extracted with ethyl acetate. The organic layers were dried over MgSO4 and evaporated in vacuo. The crude product was purified by preparative HPLC (Water...